This data is from the Open Reaction Database (ORD), a public repository of structured organic reaction records. The task is: describe an organic reaction: reactants, conditions, products, and yield As a reaction SMILES: [NH2:1][C:2]1[C:7]([Cl:8])=[C:6]([CH3:9])[N:5]=[C:4]([CH3:10])[N:3]=1.[H-].[Na+].[CH2:13]([O:20][C:21]1[CH:28]=[CH:27][C:24]([CH2:25]Cl)=[CH:23][CH:22]=1)[C:14]1[CH:19]=[CH:18][CH:17]=[CH:16][CH:15]=1.O>CN1CCCC1=O>[ClH:8].[CH2:13]([O:20][C:21]1[CH:22]=[CH:23][C:24]([CH2:25][NH:1][C:2]2[C:7]([Cl:8])=[C:6]([CH3:9])[N:5]=[C:4]([CH3:10])[N:3]=2)=[CH:27][CH:28]=1)[C:14]1[CH:15]=[CH:16][CH:17]=[CH:18][CH:19]=1 |f:1.2,6.7|. The yield is 126.5%. Reaction conditions: time 1 hour. The product is Cl.C(C1=CC=CC=C1)OC1=CC=C(CNC2=NC(=NC(=C2Cl)C)C)C=C1 ((4-Benzyloxybenzyl)(5-chloro-2,6-dimethylpyrimidin-4-yl)amine hydrochloride). Run in CN1C(CCC1)=O (N-methylpyrrolidone), CN1C(CCC1)=O (N-methylpyrrolidone), CN1C(CCC1)=O (N-methylpyrrolidone). Procedure: A solution of 73.4 g (0.465 mol) of 4-amino-5-chloro-2,6-dimethylpyrimidine in 370 ml of anhydrous N-methylpyrrolidone is added dropwise over 45 min under a nitrogen atmosphere at room temperature to a suspension of 19.5 g (0.49 mol) of sodium hydride (60% suspension in liquid paraffin) in 80 ml of anhydrous N-methylpyrrolidone. The mixture is stirred at room temperature for 1 h and then cooled to 4° C. Then a solution of 111.0 g (0.465 mol) of 4-benzyloxybenzyl chloride in anhydrous N-methylpyr... The reactants are C(C1=CC=CC=C1)OC1=CC=C(CCl)C=C1 (4-benzyloxybenzyl chloride), NC1=NC(=NC(=C1Cl)C)C (4-amino-5-chloro-2,6-dimethylpyrimidine), [H-].[Na+] (sodium hydride), O (water). The product is COc1ccnc(-c2ccc(C)c(NC(N)=S)c2)c1. Starting materials: COc1ccnc(-c2ccc(C)c(NC(=S)NC(=O)c3ccccc3)c2)c1, CO, Cl, [Na+], [OH-], O. Reaction SMILES: [CH3:1][O:2][c:3]1[cH:4][c:5](-[c:9]2[cH:10][cH:11][c:12]([CH3:27])[c:13]([NH:15][C:16](=[S:17])[NH:18][C:19](=[O:20])[c:21]3[cH:22][cH:23][cH:24][cH:25][cH:26]3)[cH:14]2)[n:6][cH:7][cH:8]1.[CH3:31][OH:32].[ClH:30].[Na+:29].[OH-:28].[OH2:33]>>[CH3:1][O:2][c:3]1[cH:4][c:5](-[c:9]2[cH:10][cH:11][c:12]([CH3:27])[c:13]([NH:15][C:16](=[S:17])[NH2:18])[cH:14]2)[n:6][cH:7][cH:8]1. The reactants are CCCCCCCCC=CCCCCCCCC(=O)OC(CCCCCCCC=CCCCCCCCC)CC(=O)NC(C(=O)O)C(C)C, NC(CCC(=O)O)C(=O)O. Yields the product CCCCCCCCC=CCCCCCCCC(=O)OC(CCCCCCCC=CCCCCCCCC)CC(=O)NC(C(=O)NC(CCC(=O)O)C(=O)O)C(C)C. As a reaction SMILES: [C:1]([CH2:2][CH2:3][CH2:4][CH2:5][CH2:6][CH2:7][CH2:8][CH:9]=[CH:10][CH2:11][CH2:12][CH2:13][CH2:14][CH2:15][CH2:16][CH2:17][CH3:18])(=[O:19])[O:20][CH:21]([CH2:22][C:23](=[O:24])[NH:25][CH:26]([CH:27]([CH3:28])[CH3:29])[C:30](=[O:31])[OH:32])[CH2:33][CH2:34][CH2:35][CH2:36][CH2:37][CH2:38][CH2:39][CH:40]=[CH:41][CH2:42][CH2:43][CH2:44][CH2:45][CH2:46][CH2:47][CH2:48][CH3:49].[NH2:50][CH:51]([CH2:52][CH2:53][C:54]([OH:55])=[O:56])[C:57]([OH:58])=[O:59]>>[C:1]([CH2:2][CH2:3][CH2:4][CH2:5][CH2:6][CH2:7][CH2:8][CH:9]=[CH:10][CH2:11][CH2:12][CH2:13][CH2:14][CH2:15][CH2:16][CH2:17][CH3:18])(=[O:19])[O:20][CH:21]([CH2:22][C:23](=[O:24])[NH:25][CH:26]([CH:27]([CH3:28])[CH3:29])[C:30](=[O:31])[NH:50][CH:51]([CH2:52][CH2:53][C:54]([OH:55])=[O:56])[C:57]([OH:58])=[O:59])[CH2:33][CH2:34][CH2:35][CH2:36][CH2:37][CH2:38][CH2:39][CH:40]=[CH:41][CH2:42][CH2:43][CH2:44][CH2:45][CH2:46][CH2:47][CH2:48][CH3:49]. Yield: 5.3%. The solvent is C1=CC=CC=C1 (benzene). Reactants: C(C)(C)NC(C)C (di-isopropylamine), C[Si](C)(C)N=C=S (trimethylsilyl isothiocyanate), C(CCC)[Li] (n-butyl lithium), CC=1C=NC=2CCCCC2C1C (3,4-dimethyl-5,6,7,8-tetrahydroquinoline). Yields the product CC=1C=NC=2C(CCCC2C1C)C(N)=S (3,4-dimethyl-5,6,7,8-tetrahydroquinoline-8-thiocarboxamide). RXN SMILES: C(NC(C)C)(C)C.C([Li])CCC.[CH3:13][C:14]1[CH:15]=[N:16][C:17]2[CH2:18][CH2:19][CH2:20][CH2:21][C:22]=2[C:23]=1[CH3:24].C[Si]([N:29]=[C:30]=[S:31])(C)C>C1C=CC=CC=1>[CH3:13][C:14]1[CH:15]=[N:16][C:17]2[CH:18]([C:30](=[S:31])[NH2:29])[CH2:19][CH2:20][CH2:21][C:22]=2[C:23]=1[CH3:24]. Procedure details: By the method described in Example 11 using di-isopropylamine (4.9 ml 0.034 mol) in benzene (50 ml), n-butyl lithium solution (9% w/v, 25 ml, 0.034 mol), 3,4-dimethyl-5,6,7,8-tetrahydroquinoline (5.65g, 0.034 mol) and trimethylsilyl isothiocyanate (4.9 ml, 0.038 mol) was obtained 3,4-dimethyl-5,6,7,8-tetrahydroquinoline-8-thiocarboxamide (0.4 g, 5%) m.p. 163-5° C. The product is CSc1nccc(Oc2ccc(N)c(Cl)c2)n1. As a reaction SMILES: [CH2:25]1[O:26][CH2:27][CH2:28][CH2:29]1.[CH3:1][S:2][c:3]1[n:4][cH:5][cH:6][c:7]([O:9][c:10]2[cH:11][c:12]([Cl:19])[c:13]([N+:16]([O-:17])=[O:18])[cH:14][cH:15]2)[n:8]1.[CH3:20][CH2:21][OH:22].[H:23][H:24]>>[CH3:1][S:2][c:3]1[n:4][cH:5][cH:6][c:7]([O:9][c:10]2[cH:11][c:12]([Cl:19])[c:13]([NH2:16])[cH:14][cH:15]2)[n:8]1. Reactants: C1CCOC1, CSc1nccc(Oc2ccc([N+](=O)[O-])c(Cl)c2)n1, CCO, [H][H]. The reactants are FC([C@@H]1CC[C@H](CC1)C(=O)O)(F)F (trans-4-trifluoromethylcyclohexanecarboxylic acid), S(=O)(Cl)Cl (thionyl chloride), [NH4+].[OH-] (NH4OH). Conditions: time 0.5 hour. Product: FC([C@@H]1CC[C@H](CC1)C(=O)N)(F)F (trans-4-(trifluoromethyl)cyclohexanecarboxamide). Yield: 76.3%. Reaction SMILES: [F:1][C:2]([F:13])([F:12])[C@H:3]1[CH2:8][CH2:7][C@H:6]([C:9](O)=[O:10])[CH2:5][CH2:4]1.S(Cl)(Cl)=O.[NH4+:18].[OH-]>>[F:1][C:2]([F:13])([F:12])[C@H:3]1[CH2:8][CH2:7][C@H:6]([C:9]([NH2:18])=[O:10])[CH2:5][CH2:4]1 |f:2.3|. Reported procedure: A solution of trans-4-trifluoromethylcyclohexanecarboxylic acid (0.5 g, 2.55 mmol) in thionyl chloride (3.70 mL, 51.0 mmol) was heated to 60° C. for 1 h, cooled to RT and concentrated to dryness. The material was co-evaporated with toluene (2×), dissolved in EtOAc (5 mL), treated with satd. NaHCO3 (5 mL) followed by NH4OH (˜13M, 0.588 mL, ˜7.65 mmol) and stirred at RT for 0.5 h. The layers were separated, the aqueous layer extracted with EtOAc (2×) and the combined organics were dried over Na2SO... Reactants: Sc1cccc(Br)c1, O=C([O-])[O-], CC(C)=O, IC1CCCC1, [K+], [K+]. Product: Brc1cccc(SC2CCCC2)c1. Reaction SMILES: [Br:7][c:8]1[cH:9][c:10]([SH:14])[cH:11][cH:12][cH:13]1.[C:15](=[O:16])([O-:17])[O-:18].[CH3:21][C:22](=[O:23])[CH3:24].[I:1][CH:2]1[CH2:3][CH2:4][CH2:5][CH2:6]1.[K+:19].[K+:20]>>[CH:2]1([S:14][c:10]2[cH:9][c:8]([Br:7])[cH:13][cH:12][cH:11]2)[CH2:3][CH2:4][CH2:5][CH2:6]1.